From a dataset of the Open Reaction Database (ORD), a public repository of structured organic reaction records. describe an organic reaction: reactants, conditions, products, and yield Starting materials: CC1=C(C=C(C=C1)C)CC(=O)Cl (2,5-Dimethylphenylacetyl chloride), COC(C(CC1CCN(CC1)OC)N)=O (2-amino-3-(1-methoxy-piperidin-4-yl)-propionic acid methyl ester), C(=O)([O-])[O-].[K+].[K+] (K2CO3). Solvent: C1CCOC1 (THF), O (water). Reaction conditions: time 0.5 hour. The product is COC(C(CC1CCN(CC1)OC)NC(CC1=C(C=CC(=C1)C)C)=O)=O (2-[2-(2,5-dimethyl-phenyl)-acetylamino]-3-(1-methoxy-piperidin-4-yl)-propionic acid methyl ester). RXN SMILES: [CH3:1][C:2]1[CH:7]=[CH:6][C:5]([CH3:8])=[CH:4][C:3]=1[CH2:9][C:10](Cl)=[O:11].[CH3:13][O:14][C:15](=[O:27])[CH:16]([NH2:26])[CH2:17][CH:18]1[CH2:23][CH2:22][N:21]([O:24][CH3:25])[CH2:20][CH2:19]1.C([O-])([O-])=O.[K+].[K+]>C1COCC1.O>[CH3:13][O:14][C:15](=[O:27])[CH:16]([NH:26][C:10](=[O:11])[CH2:9][C:3]1[CH:4]=[C:5]([CH3:8])[CH:6]=[CH:7][C:2]=1[CH3:1])[CH2:17][CH:18]1[CH2:19][CH2:20][N:21]([O:24][CH3:25])[CH2:22][CH2:23]1 |f:2.3.4|. Procedure details: 2,5-Dimethylphenylacetyl chloride (2.1 g, 11.5 mmol) was added dropwise to a mixture of 2-amino-3-(1-methoxy-piperidin-4-yl)-propionic acid methyl ester (1.7 g, 7.8 mmol) and K2CO3 (2.1 g, 15.2 mmol) in 50 mL of THF at room temperature. After the addition, the mixture was stirred for 0.5 h and diluted with 50 ml of water. The mixture was extracted with EtOAc five times and the combined organic layers were dried over sodium sulfate, filtered and concentrated under vacuum. The residue was purified... Reactants: CO (MeOH), [BH4-].[Na+] (sodium borohydride), C(C1=CC=CC=C1)OC1=CC=2CC[C@H]3[C@@H]4CCC([C@@]4(C)CC[C@@H]3C2C=C1)=O (3-benzyloxyestra-1,3,5(10)-trien-17-one). Run in C1CCOC1 (THF). Run at time 30 minute. The product is C(C1=CC=CC=C1)OC1=CC=2CC[C@H]3[C@@H]4CC[C@@H]([C@@]4(C)CC[C@@H]3C2C=C1)O (3-benzyloxyestra-1,3,5(10)-trien-17β-ol). RXN SMILES: [CH2:1]([O:8][C:9]1[CH:26]=[CH:25][C:24]2[C@@H:23]3[C@H:14]([C@H:15]4[C@@:19]([CH2:21][CH2:22]3)([CH3:20])[C:18](=[O:27])[CH2:17][CH2:16]4)[CH2:13][CH2:12][C:11]=2[CH:10]=1)[C:2]1[CH:7]=[CH:6][CH:5]=[CH:4][CH:3]=1.CO.[BH4-].[Na+]>C1COCC1>[CH2:1]([O:8][C:9]1[CH:26]=[CH:25][C:24]2[C@@H:23]3[C@H:14]([C@H:15]4[C@@:19]([CH2:21][CH2:22]3)([CH3:20])[C@@H:18]([OH:27])[CH2:17][CH2:16]4)[CH2:13][CH2:12][C:11]=2[CH:10]=1)[C:2]1[CH:3]=[CH:4][CH:5]=[CH:6][CH:7]=1 |f:2.3|. Procedure: To a suspension of 3-benzyloxyestra-1,3,5(10)-trien-17-one BLE99049 (3.46 g, 9.59 mmol) in THF (15 ml) and MeOH (38 ml) was added sodium borohydride (0.36 g, 9.58 mmol) at 0° C. The reaction mixture was stirred for 30 min at room temperature, then quenched with 10 ml of saturated aqueous NH4Cl and 50 ml of H2O added. The precipitate was collected by filtration and washed with H2O to afford 3.50 g of 3-benzyloxyestra-1,3,5(10)-trien-17β-ol BLE99051 (100% crude yield) as a white solid. The product is ClC(=COC1=CC=C(C(=O)Cl)C=C1)Cl (4-(2,2-dichlorovinyloxy)benzoyl chloride). Reactants: ClC(=COC1=CC=C(C(=O)O)C=C1)Cl (4-(2,2-dichlorovinyloxy)benzoic acid), S(=O)(Cl)Cl (thionyl chloride). Reported procedure: A mixture containing 27.8 g. of 4-(2,2-dichlorovinyloxy)benzoic acid and 278 ml. of thionyl chloride was stirred and refluxed on a steam bath for 3 hours. The excess thionyl chloride was distilled off, first at atmospheric pressure and then at reduced pressure. Ethylene dichloride was added to the liquid residue and the solution evaporated in vacuo to remove the ethylene dichloride and remaining traces of thionyl chloride. There was thus obtained a quantitative yield of 4-(2,2-dichlorovinyloxy)b... Reaction SMILES: [Cl:1][C:2]([Cl:14])=[CH:3][O:4][C:5]1[CH:13]=[CH:12][C:8]([C:9](O)=[O:10])=[CH:7][CH:6]=1.S(Cl)([Cl:17])=O>>[Cl:1][C:2]([Cl:14])=[CH:3][O:4][C:5]1[CH:13]=[CH:12][C:8]([C:9]([Cl:17])=[O:10])=[CH:7][CH:6]=1. Starting materials: CC=CCC (2-Pentene). The reagents and catalysts are [Ni] (Ni). Yields the product C=CCCCCCCCC (decene). RXN SMILES: [CH3:1][CH:2]=[CH:3][CH2:4][CH3:5]>[Ni]>[CH2:1]=[CH:2][CH2:3][CH2:4][CH2:5][CH2:1][CH2:2][CH2:3][CH2:4][CH3:5]. Procedure: 2-Pentene from the raffinate II metathesis was dimerized continuously as in example 2 over an Ni heterogeneous catalyst. Fractional distillation of the product gave a decene fraction with a purity of 99.5%. Reactants: FC1=C(C=CC=C1)C=1C(OC(OC1C)(C)C)=O (5-(2-fluorophenyl)-2,2,6-trimethyl-2H,4H-1,3-dioxin-4-one), FC1=C(C=CC=C1)C=1C(OC(OC1C)(C)C)=O (5-(2-fluorophenyl)-2,2,6-trimethyl-2H,4H-1,3-dioxin-4-one), C=NC(C)(C1=CC(=CC=C1)Cl)C (N-methylene-1-methyl-1-(3chlorophenyl)ethylamine), C=NC(C)(C1=CC(=CC=C1)Cl)C (N-methylene-1-methyl-1-(3chlorophenyl)ethylamine). Solvent: C=1(C(=CC=CC1)C)C (Xylene). Yields the product FC1=C(C=CC=C1)C=1C(N(COC1C)C(C)(C1=CC(=CC=C1)Cl)C)=O (5-(2-fluorophenyl)-6-methyl-3-[1-methyl-1-(3-chlorophenyl)ethyl]-2,3-dihydro-4H-1,3-oxazin-4-one). The yield is 83.2%. Reaction SMILES: [F:1][C:2]1[CH:7]=[CH:6][CH:5]=[CH:4][C:3]=1[C:8]1[C:9](=[O:17])O[C:11](C)(C)[O:12][C:13]=1[CH3:14].C=[N:19][C:20]([CH3:29])([C:22]1[CH:27]=[CH:26][CH:25]=[C:24]([Cl:28])[CH:23]=1)[CH3:21]>C1(C)C(C)=CC=CC=1>[F:1][C:2]1[CH:7]=[CH:6][CH:5]=[CH:4][C:3]=1[C:8]1[C:9](=[O:17])[N:19]([C:20]([CH3:29])([C:22]2[CH:27]=[CH:26][CH:25]=[C:24]([Cl:28])[CH:23]=2)[CH3:21])[CH2:11][O:12][C:13]=1[CH3:14]. Procedure details: Xylene (2 ml ) was added to a mixture of 5-(2-fluorophenyl)-2,2 ,6-trimethyl-2H,4H-1,3-dioxin-4-one (compound of Example 1 ) (0.71 g) and N-methylene-1-methyl1-(3-chlorophenyl)ethylamine (compound of Example 3) (0.6 g), and the resulting mixture was heated at reflux for 20 minutes for reaction. The reaction mixture was purified by silica gel chromatography to obtain the captioned compound (0.9 g). The reactants are C(C)OC(CC(=O)CCl)=O (4-chloroacetoacetic acid ethyl ester), NCC(=O)O (Glycine), P(=O)([O-])([O-])[O-] (phosphate), C(C(CO)(CO)N)O.Cl (Tris-HCl). The product is C[C@H](CCCCCC)O ((R)-2-octanol). RXN SMILES: C(O[C:4](=O)[CH2:5][C:6]([CH2:8]Cl)=[O:7])C.P([O-])([O-])([O-])=O.C(O)[C:17](N)([CH2:20]O)[CH2:18]O.Cl.N[CH2:26]C(O)=O>>[CH3:8][C@@H:6]([OH:7])[CH2:5][CH2:4][CH2:26][CH2:18][CH2:17][CH3:20] |f:2.3|. Reported procedure: Then, we examined 4-chloroacetoacetic acid ethyl ester reductase activity of the enzyme obtained from Example 3 changing pH by using phosphate buffer (KPB), Tris-HCl buffer, and Glycine buffer. FIG. 2 shows relative activity with taking the maximal activity as 100. As a result, the optimum pH of the enzyme was from 5.0 to 6.5. Reactants: COC1=NC=CC=C1CN1CCC(CC1)CC(=O)C1=C(C=CC=C1)NS(=O)(=O)C (1-[(2-Methoxy-3-pyridyl)methyl]-4-[2-(2-methylsulfonylaminophenyl)-2-oxoethyl]piperidine), Cl (hydrochloric acid). Solvent: C(C)#N (acetonitrile). Product: O=C1NC=CC=C1CN1CCC(CC1)CC(=O)C1=C(C=CC=C1)NS(=O)(=O)C (1-[(2-Oxo-1,2-dihydro-3-pyridinyl)methyl]-4-[2-(2-methylsulfonylaminophenyl)-2-oxoethyl]piperidine). Isolated yield 51.7%. RXN SMILES: C[O:2][C:3]1[C:8]([CH2:9][N:10]2[CH2:15][CH2:14][CH:13]([CH2:16][C:17]([C:19]3[CH:24]=[CH:23][CH:22]=[CH:21][C:20]=3[NH:25][S:26]([CH3:29])(=[O:28])=[O:27])=[O:18])[CH2:12][CH2:11]2)=[CH:7][CH:6]=[CH:5][N:4]=1.Cl>C(#N)C>[O:2]=[C:3]1[C:8]([CH2:9][N:10]2[CH2:11][CH2:12][CH:13]([CH2:16][C:17]([C:19]3[CH:24]=[CH:23][CH:22]=[CH:21][C:20]=3[NH:25][S:26]([CH3:29])(=[O:28])=[O:27])=[O:18])[CH2:14][CH2:15]2)=[CH:7][CH:6]=[CH:5][NH:4]1. Reported procedure: In acetonitrile (4 ml) were dissolved 90 mg of 1-[(2-methoxy-3-pyridyl)methyl]-4-[2-(2-methanesulfonylaminophenyl)-2-oxoethyl]piperidine obtained in Example 65 and 0.30 ml of concentrated hydrochloric acid, followed by heating under reflux for 5 hours. The solvent was evaporated, and then the residue was dissolved in ethyl acetate and an aqueous 1N sodium hydroxide. The organic layer was separated, washed with brine, and then dried over anhydrous magnesium sulfate. The solvent was evaporated, an...